Dataset: the Open Reaction Database (ORD), a public repository of structured organic reaction records. Task: describe an organic reaction: reactants, conditions, products, and yield Starting materials: C([O-])(O)=O.[Na+] (sodium bicarbonate), ice water, OCCNC(=O)C=1N=CSC1 (N-(2-hydroxyethyl)-4-thiazolecarboxamide), [N+](=O)(O)[O-] (nitric acid), C(C)(=O)OC(C)=O (acetic anhydride), ice sodium chloride. Run in C(Cl)(Cl)Cl (chloroform). Conditions: temperature 5 celsius. Product: [N+](=O)([O-])OCCNC(=O)C=1N=CSC1 (N-(2-nitrooxyethyl)-4-thiazolecarboxamide). Reaction SMILES: [N+:1]([O-:4])([OH:3])=[O:2].C(OC(=O)C)(=O)C.O[CH2:13][CH2:14][NH:15][C:16]([C:18]1[N:19]=[CH:20][S:21][CH:22]=1)=[O:17].C(=O)(O)[O-].[Na+]>C(Cl)(Cl)Cl>[N+:1]([O:4][CH2:13][CH2:14][NH:15][C:16]([C:18]1[N:19]=[CH:20][S:21][CH:22]=1)=[O:17])([O-:3])=[O:2] |f:3.4|. Procedure: Fuming nitric acid (12.8 ml) was added dropwise to acetic anhydride (27.4 ml) with stirring and ice-sodium chloride cooling at 10° C. for 1 minute, and the mixture was stirred for 10 minutes at the same temperature. Continuously, a solution of N-(2-hydroxyethyl)-4-thiazolecarboxamide (25.0 g) in dry chloroform (35 ml) was added dropwise thereto with stirring and cooling at 5° C. for 10 minutes and the mixture was stirred for hour at the same temperature. The reaction mixture was poured into a mi... The reactants are CCCC[SnH](CCCC)CCCC, COc1ccc(CN2C(=O)C3C2C(OC(=S)n2ccnc2)CN3C(=O)OCc2ccccc2)cc1OC, Cc1ccccc1, CC(C)(C#N)N=NC(C)(C)C#N. The product is COc1ccc(CN2C(=O)C3C2CCN3C(=O)OCc2ccccc2)cc1OC. Reaction SMILES: [CH2:38]([SnH:39]([CH2:40][CH2:41][CH2:42][CH3:43])[CH2:44][CH2:45][CH2:46][CH3:47])[CH2:48][CH2:49][CH3:50].[CH3:1][O:2][c:3]1[cH:4][c:5]([CH2:6][N:7]2[CH:8]3[CH:9]([O:25][C:26]([n:27]4[cH:28][cH:29][n:30][cH:31]4)=[S:32])[CH2:10][N:11]([C:15](=[O:16])[O:17][CH2:18][c:19]4[cH:20][cH:21][cH:22][cH:23][cH:24]4)[CH:12]3[C:13]2=[O:14])[cH:33][cH:34][c:35]1[O:36][CH3:37].[CH3:63][c:64]1[cH:65][cH:66][cH:67][cH:68][cH:69]1.[N:51]#[C:52][C:53]([N:54]=[N:55][C:56]([C:57]#[N:58])([CH3:59])[CH3:60])([CH3:61])[CH3:62]>>[CH3:1][O:2][c:3]1[cH:4][c:5]([CH2:6][N:7]2[CH:8]3[CH2:9][CH2:10][N:11]([C:15](=[O:16])[O:17][CH2:18][c:19]4[cH:20][cH:21][cH:22][cH:23][cH:24]4)[CH:12]3[C:13]2=[O:14])[cH:33][cH:34][c:35]1[O:36][CH3:37]. Starting materials: ClC(Cl)(Cl)Cl, O=S(=O)(O)Cl, Cc1ccc(O)c2c1CCC2=O. Product: Cc1cc(S(=O)(=O)Cl)c(O)c2c1CCC2=O. RXN SMILES: [C:18]([Cl:19])([Cl:20])([Cl:21])[Cl:22].[Cl:1][S:2](=[O:3])(=[O:4])[OH:5].[OH:6][c:7]1[cH:8][cH:9][c:10]([CH3:17])[c:11]2[c:15]1[C:14](=[O:16])[CH2:13][CH2:12]2>>[Cl:1][S:2](=[O:3])(=[O:5])[c:8]1[c:7]([OH:6])[c:15]2[c:11]([c:10]([CH3:17])[cH:9]1)[CH2:12][CH2:13][C:14]2=[O:16].